From a dataset of the Open Reaction Database (ORD), a public repository of structured organic reaction records. describe an organic reaction: reactants, conditions, products, and yield Starting materials: COC(=O)C=1C=C(C=C(C1)OCC1=CC=CC=C1)C1=CC(=CC=C1)F (5-benzyloxy-3′-fluoro-biphenyl-3-carboxylic acid methyl ester), [Li+].[OH-] (LiOH), Cl (HCl). Solvent: O (water). Run at temperature 55 celsius, time 8 hour. Yields the product C(C1=CC=CC=C1)OC=1C=C(C=C(C1)C1=CC(=CC=C1)F)C(=O)O (5-Benzyloxy-3′-fluoro-biphenyl-3-carboxylic acid). The yield is 94.4%. Reaction SMILES: C[O:2][C:3]([C:5]1[CH:6]=[C:7]([C:19]2[CH:24]=[CH:23][CH:22]=[C:21]([F:25])[CH:20]=2)[CH:8]=[C:9]([O:11][CH2:12][C:13]2[CH:18]=[CH:17][CH:16]=[CH:15][CH:14]=2)[CH:10]=1)=[O:4].[Li+].[OH-].Cl>O>[CH2:12]([O:11][C:9]1[CH:10]=[C:5]([C:3]([OH:4])=[O:2])[CH:6]=[C:7]([C:19]2[CH:24]=[CH:23][CH:22]=[C:21]([F:25])[CH:20]=2)[CH:8]=1)[C:13]1[CH:14]=[CH:15][CH:16]=[CH:17][CH:18]=1 |f:1.2|. Reported procedure: To a solution of 5-benzyloxy-3′-fluoro-biphenyl-3-carboxylic acid methyl ester (4.2 g) was added a solution of LiOH (2.9 g) in water (50 mL) and the resulting mixture was stirred at 55° C. overnight. The reaction mixture was acidified with 3 N HCl and the white precipitate was collected by filtration. It was washed with water and dried on air to yield the title compound (3.8 g, 94% yield).